Dataset: the Open Reaction Database (ORD), a public repository of structured organic reaction records. Task: describe an organic reaction: reactants, conditions, products, and yield The product is ClC1=CC=C(OCCOC(P(OCC)(OCC)=O)P(OCC)(OCC)=O)C=C1 (Tetraethyl [2-(p-chlorophenoxy)-ethoxymethylene]-bisphosphonate). As a reaction SMILES: [Cl:1][C:2]1[CH:14]=[CH:13][C:5]([O:6][CH2:7][CH2:8][O:9][CH:10](Cl)Cl)=[CH:4][CH:3]=1.[P:15]([O:22][CH2:23][CH3:24])([O:19][CH2:20][CH3:21])[O:16]CC.[CH2:25](Cl)[CH3:26]>CCOCC.[Cl-].[Zn+2].[Cl-]>[Cl:1][C:2]1[CH:14]=[CH:13][C:5]([O:6][CH2:7][CH2:8][O:9][CH:10]([P:15](=[O:16])([O:19][CH2:20][CH3:21])[O:22][CH2:23][CH3:24])[P:15](=[O:16])([O:22][CH2:25][CH3:26])[O:19][CH2:20][CH3:21])=[CH:4][CH:3]=1 |f:4.5.6|. The solvent is CCOCC (ether). The reactants are ClC1=CC=C(OCCOC(Cl)Cl)C=C1 (dichloromethyl 2-(p-chlorophenoxy)-ethyl ether), P(OCC)(OCC)OCC (triethyl phosphite), C(C)Cl (ethyl chloride). Procedure: Anhydrous zinc chloride (10 g) was added at 150° C. to a mixture of dichloromethyl 2-(p-chlorophenoxy)-ethyl ether (5.1 g) and triethyl phosphite (6.9 ml). When the evolution of ethyl chloride ceased, the mixture was cooled, taken up in ether (250 ml), washed with aqueous sodium bicarbonate, dried and evaporated. Unreacted triethyl phosphite was removed in vacuo, and the crude product was used in the next step without further purification. The reagents and catalysts are [Cl-].[Zn+2].[Cl-] (zinc chloride). The reactants are NC1=CC=C(C=C1)C(C)=O (4'-aminoacetophenone), solid, BrN1C(CCC1=O)=O (N-bromosuccinimide), CCOCC (ether), CCCCCC (hexane). The solvent is C1(=CC=CC=C1)C (toluene). Yields the product NC1=C(C=C(C=C1)C(C)=O)Br (4'-Amino-3'-bromoacetophenone). As a reaction SMILES: [NH2:1][C:2]1[CH:7]=[CH:6][C:5]([C:8](=[O:10])[CH3:9])=[CH:4][CH:3]=1.[Br:11]N1C(=O)CCC1=O.CCOCC.CCCCCC>C1(C)C=CC=CC=1>[NH2:1][C:2]1[CH:7]=[CH:6][C:5]([C:8](=[O:10])[CH3:9])=[CH:4][C:3]=1[Br:11]. Procedure: To a stirred solution of 48.96 g 4'-aminoacetophenone in 490 ml of toluene was added 64.5 g of solid N-bromosuccinimide in portions over 30 minutes, such that the temperature did not exceed 40° C. Fifteen minutes later, the warm solution was washed with water, dried with sodium sulfate and evaporated in vacuo, giving a dark brown oil, which became crystalline when treated with 20 ml of ether and 80 ml of hexane. The brown crystals were collected, giving 70.5 g of the desired compound, mp 59°-62°... The reactants are C12(CC3CC(CC(C1)C3)C2)C=2C=C(C=CC2C(N(C)C)=O)C=2C=C3C=CC(=CC3=CC2)C(=O)OCC2=CC=CC=C2 (benzyl 6-[3-(1-adamantyl)-4-(N,N-dimethylcarbamoyl)phenyl]-2-naphthoate), [OH-].[Na+] (sodium hydroxide), product. The solvent is CO (methanol). Yields the product C12(CC3CC(CC(C1)C3)C2)C=2C=C(C=CC2C(N(C)C)=O)C=2C=C3C=CC(=CC3=CC2)C(=O)O (6-[3-(1-Adamantyl)-4-(N,N-dimethylcarbamoyl)phenyl]-2-naphthoic acid). RXN SMILES: [C:1]12([C:11]3[CH:12]=[C:13]([C:22]4[CH:23]=[C:24]5[C:29](=[CH:30][CH:31]=4)[CH:28]=[C:27]([C:32]([O:34]CC4C=CC=CC=4)=[O:33])[CH:26]=[CH:25]5)[CH:14]=[CH:15][C:16]=3[C:17](=[O:21])[N:18]([CH3:20])[CH3:19])[CH2:10][CH:5]3[CH2:6][CH:7]([CH2:9][CH:3]([CH2:4]3)[CH2:2]1)[CH2:8]2.[OH-].[Na+]>CO>[C:1]12([C:11]3[CH:12]=[C:13]([C:22]4[CH:23]=[C:24]5[C:29](=[CH:30][CH:31]=4)[CH:28]=[C:27]([C:32]([OH:34])=[O:33])[CH:26]=[CH:25]5)[CH:14]=[CH:15][C:16]=3[C:17](=[O:21])[N:18]([CH3:19])[CH3:20])[CH2:10][CH:5]3[CH2:4][CH:3]([CH2:9][CH:7]([CH2:6]3)[CH2:8]1)[CH2:2]2 |f:1.2|. Procedure: 990 mg (2.11 mmol) of this ester, in 25 ml of methanol, are treated with 2 g of sodium hydroxide. The reaction mixture is refluxed for 1 h and it is then treated as in Example 3. After recrystallization from absolute ethanol, 630 mg (66%) of the expected product are isolated, which product melts at 318°-320° C.